Dataset: the Open Reaction Database (ORD), a public repository of structured organic reaction records. Task: describe an organic reaction: reactants, conditions, products, and yield The reactants are FC1=C(C(=CC=C1)F)C(C1=C(C=CC(=C1)Cl)N1C(=NC(=C1CO)C)CN(C)C)=O (2',6'-difluoro-5-chloro-2-[2-[(dimethylamino)methyl]-4-methyl-5-hydroxymethylimidazol-1-yl]benzophenone), N(=NC(=O)OCC)C(=O)OCC (diethyl azodicarboxylate), C1(=CC=CC=C1)P(C1=CC=CC=C1)C1=CC=CC=C1 (triphenylphosphine), C1(C=2C(C(N1)=O)=CC=CC2)=O (phthalimide). The product is ClC1=CC(=C(C=C1)N1C(=NC(=C1CN1C(C=2C(C1=O)=CC=CC2)=O)C)CN(C)C)C(C2=C(C=CC=C2F)F)=O (N-[[1-[4-chloro-2-(2,6-difluorobenzoyl)phenyl]-2-[(dimethylamino)methyl]-4-methylimidazol-5-yl]methyl]phthalimide). As a reaction SMILES: [F:1][C:2]1[CH:7]=[CH:6][CH:5]=[C:4]([F:8])[C:3]=1[C:9](=[O:29])[C:10]1[CH:15]=[C:14]([Cl:16])[CH:13]=[CH:12][C:11]=1[N:17]1[C:21]([CH2:22]O)=[C:20]([CH3:24])[N:19]=[C:18]1[CH2:25][N:26]([CH3:28])[CH3:27].C1(P(C2C=CC=CC=2)C2C=CC=CC=2)C=CC=CC=1.[C:49]1(=[O:59])[NH:53][C:52](=[O:54])[C:51]2=[CH:55][CH:56]=[CH:57][CH:58]=[C:50]12.N(C(OCC)=O)=NC(OCC)=O>>[Cl:16][C:14]1[CH:13]=[CH:12][C:11]([N:17]2[C:21]([CH2:22][N:53]3[C:49](=[O:59])[C:50]4=[CH:58][CH:57]=[CH:56][CH:55]=[C:51]4[C:52]3=[O:54])=[C:20]([CH3:24])[N:19]=[C:18]2[CH2:25][N:26]([CH3:28])[CH3:27])=[C:10]([C:9](=[O:29])[C:3]2[C:4]([F:8])=[CH:5][CH:6]=[CH:7][C:2]=2[F:1])[CH:15]=1. Reported procedure: In the manner given in Example 3, 2',6'-difluoro-5-chloro-2-[2-[(dimethylamino)methyl]-4-methyl-5-hydroxymethylimidazol-1-yl]benzophenone, triphenylphosphine, phthalimide and thereafter diethyl azodicarboxylate are reacted together to give N-[[1-[4-chloro-2-(2,6-difluorobenzoyl)phenyl]-2-[(dimethylamino)methyl]-4-methylimidazol-5-yl]methyl]phthalimide. Starting materials: CCOC(=O)CCCCOc1ccc(C2=CCCCCCC2)cc1, CCO, [Na+], [OH-]. Yields the product O=C(O)CCCCOc1ccc(C2=CCCCCCC2)cc1. RXN SMILES: [CH2:3]([CH3:4])[O:5][C:6]([CH2:7][CH2:8][CH2:9][CH2:10][O:11][c:12]1[cH:13][cH:14][c:15]([C:18]2=[CH:19][CH2:20][CH2:21][CH2:22][CH2:23][CH2:24][CH2:25]2)[cH:16][cH:17]1)=[O:26].[CH3:27][CH2:28][OH:29].[Na+:2].[OH-:1]>>[O:5]=[C:6]([CH2:7][CH2:8][CH2:9][CH2:10][O:11][c:12]1[cH:13][cH:14][c:15]([C:18]2=[CH:19][CH2:20][CH2:21][CH2:22][CH2:23][CH2:24][CH2:25]2)[cH:16][cH:17]1)[OH:26]. Starting materials: CC1=CC=C(C=C1)S(=O)(=O)OCC(CF)O (3-fluoro-2-hydroxypropyl 4-methylbenzenesulfonate), N1(CCNCC1)C(=O)OCC1=CC=CC=C1 (benzyl piperazine-1-carboxylate). Run in CO (methanol). Yields the product FCC(CN1CCN(CC1)C(=O)OCC1=CC=CC=C1)O (benzyl 4-(3-fluoro-2-hydroxypropyl)piperazine-1-carboxylate). Yield: 18.7%. As a reaction SMILES: CC1C=CC(S(O[CH2:12][CH:13]([OH:16])[CH2:14][F:15])(=O)=O)=CC=1.[N:17]1([C:23]([O:25][CH2:26][C:27]2[CH:32]=[CH:31][CH:30]=[CH:29][CH:28]=2)=[O:24])[CH2:22][CH2:21][NH:20][CH2:19][CH2:18]1>CO>[F:15][CH2:14][CH:13]([OH:16])[CH2:12][N:20]1[CH2:21][CH2:22][N:17]([C:23]([O:25][CH2:26][C:27]2[CH:32]=[CH:31][CH:30]=[CH:29][CH:28]=2)=[O:24])[CH2:18][CH2:19]1. Procedure details: To the crude 3-fluoro-2-hydroxypropyl 4-methylbenzenesulfonate (1.98 g, 7.98 mmol) in methanol (40 mL) was added benzyl piperazine-1-carboxylate (1.76 g, 7.98 mmol). The reaction was stirred at RT over the weekend. After being evaporated to dryness, the residue was purified on silica gel, eluting with 0 to 10% MeOH in DCM to yield the desired product (443 mg, 18.7%). LCMS calculated for C15H22FN2O3(M+H)+: m/z=297.2; Found: 297.4. Starting materials: C[Li] (Methyllithium), aldehyde, C(C1=CC=CC=C1)OC1C(C2(CCC1)OCCO2)(CCCC=O)C (3-benzyloxy-1,1-ethylenedioxy-2-methyl-2-(4'-oxobutyl)-cyclohexane). The solvent is CCOCC (ether). Conditions: time 0.5 hour. Product: C(C1=CC=CC=C1)OC1C(C2(CCC1)OCCO2)(CCCC(C)O)C (3-benzyloxy-1,1-ethylenedioxy-2-methyl-2-(4'-hydroxypentyl)-cyclohexane). Isolated yield 96.8%. Reaction SMILES: [CH3:1][Li].[CH2:3]([O:10][CH:11]1[CH2:16][CH2:15][CH2:14][C:13]2([O:20][CH2:19][CH2:18][O:17]2)[C:12]1([CH3:26])[CH2:21][CH2:22][CH2:23][CH:24]=[O:25])[C:4]1[CH:9]=[CH:8][CH:7]=[CH:6][CH:5]=1>CCOCC>[CH2:3]([O:10][CH:11]1[CH2:16][CH2:15][CH2:14][C:13]2([O:17][CH2:18][CH2:19][O:20]2)[C:12]1([CH3:26])[CH2:21][CH2:22][CH2:23][CH:24]([OH:25])[CH3:1])[C:4]1[CH:9]=[CH:8][CH:7]=[CH:6][CH:5]=1. Reported procedure: Methyllithium (63.3 ml, 0.0918 mol, 1.45 M in ether) is added dropwise to a solution of the aldehyde, (2S*, 3R*)-3-benzyloxy-1,1-ethylenedioxy-2-methyl-2-(4'-oxobutyl)-cyclohexane (25.4 g, 0.0765 mol) in ether (1000 ml) at 0° C. in a nitrogen atmosphere. The cooling bath is removed and the mixture is stirred for 0.5 hours at ambient temperature. The mixture is then poured into a cold saturated sodium chloride solution (500 ml). The ether phase is separated and the aqueous phase is extracted with...